From a dataset of the Open Reaction Database (ORD), a public repository of structured organic reaction records. describe an organic reaction: reactants, conditions, products, and yield The reactants are hydrochloride salt, CC1=CC=C(C=C1)S(=O)(=O)OCC1OC2=C(C1)C=C(C=C2C2=C(C=CC=C2)Cl)C ((±)-[7-(2-chlorophenyl) 5-methyl-2,3-dihydro-1-benzofuran-2-yl]methyl 4-methylbenzenesulfonate), CN (methylamine). Product: ClC1=C(C=CC=C1)C1=CC(=CC=2CC(OC21)CNC)C ((±)-{[7-(2-chlorophenyl)-5-methyl-2,3-dihydro-1-benzofuran-2-yl]methyl}methylamine). RXN SMILES: CC1C=CC(S(O[CH2:12][CH:13]2[CH2:17][C:16]3[CH:18]=[C:19]([CH3:29])[CH:20]=[C:21]([C:22]4[CH:27]=[CH:26][CH:25]=[CH:24][C:23]=4[Cl:28])[C:15]=3[O:14]2)(=O)=O)=CC=1.[CH3:30][NH2:31]>>[Cl:28][C:23]1[CH:24]=[CH:25][CH:26]=[CH:27][C:22]=1[C:21]1[C:15]2[O:14][CH:13]([CH2:12][NH:31][CH3:30])[CH2:17][C:16]=2[CH:18]=[C:19]([CH3:29])[CH:20]=1. Reported procedure: The title compound was prepared (0.060 g, 28%) following the general procedure of Example 390 as a white solid, hydrochloride salt from (±)-[7-(2-chlorophenyl) 5-methyl-2,3-dihydro-1-benzofuran-2-yl]methyl 4-methylbenzenesulfonate (0.22 g, 0.50 mmol) and methylamine (0.155 g, 5.0 mmol). mp 194-196° C. Reactants: OCCC1=CC=C(CN2CCN(CC2)C(=O)OC(C)(C)C)C=C1 (tert-Butyl 4-[4-(2-hydroxyethyl)benzyl]piperazine-1-carboxylate), OC1=NC=C(C=C1)C (2-hydroxy-5-methylpyridine), C(CCC)P(CCCC)CCCC (tri-n-butylphosphine), N(=NC(=O)N1CCCCC1)C(=O)N1CCCCC1 (1,1′-(azodicarbonyl)-dipiperidine). The solvent is C1CCOC1 (THF). Reaction conditions: temperature 55 celsius. Yields the product CC=1C=CC(=NC1)OCCC1=CC=C(CN2CCN(CC2)C(=O)OC(C)(C)C)C=C1 (tert-butyl 4-(4-{2-[(5-methylpyridin-2-yl)oxy]ethyl}benzyl)piperazine-1-carboxylate). RXN SMILES: [OH:1][CH2:2][CH2:3][C:4]1[CH:23]=[CH:22][C:7]([CH2:8][N:9]2[CH2:14][CH2:13][N:12]([C:15]([O:17][C:18]([CH3:21])([CH3:20])[CH3:19])=[O:16])[CH2:11][CH2:10]2)=[CH:6][CH:5]=1.O[C:25]1[CH:30]=[CH:29][C:28]([CH3:31])=[CH:27][N:26]=1.C(P(CCCC)CCCC)CCC.N(C(N1CCCCC1)=O)=NC(N1CCCCC1)=O>C1COCC1>[CH3:31][C:28]1[CH:29]=[CH:30][C:25]([O:1][CH2:2][CH2:3][C:4]2[CH:5]=[CH:6][C:7]([CH2:8][N:9]3[CH2:14][CH2:13][N:12]([C:15]([O:17][C:18]([CH3:20])([CH3:19])[CH3:21])=[O:16])[CH2:11][CH2:10]3)=[CH:22][CH:23]=2)=[N:26][CH:27]=1. Procedure details: tert-Butyl 4-[4-(2-hydroxyethyl)benzyl]piperazine-1-carboxylate (1.44 g), 2-hydroxy-5-methylpyridine (0.737 g), tri-n-butylphosphine (1.76 mL), 1,1′-(azodicarbonyl)-dipiperidine (1.70 g), and THF (16.5 mL) were mixed in a 20 mL process vial. The vial was sealed, and the reaction mixture was heated with microwaves to 55 ° C. for 10 minutes. The reaction mixture was concentrated under reduced pressure. The residue was purified by silica gel column chromatography (n-hexane/AcOEt =10/1 to 3/10) to g... Starting materials: ClC1=CC2=C(NC(C(N=C2C2=CC3=C(NC(N3C)=O)C=C2)CC2=C(C=CC=C2)Cl)=O)C(=C1)OC (7-chloro-3-(2-chlorobenzyl)-9-methoxy-5-(3-methyl-2-oxo-2,3-dihydro-1H-benzo[d]imidazol-5-yl)-1H-benzo[e][1,4]diazepin-2(3H)-one), B(Br)(Br)Br (boron tribromide). The solvent is ClCCl (dichloromethane). Conditions: time 1 hour. Product: ClC1=CC2=C(NC(C(N=C2C2=CC3=C(NC(N3C)=O)C=C2)CC2=C(C=CC=C2)Cl)=O)C(=C1)O (7-chloro-3-(2-chlorobenzyl)-9-hydroxy-5-(3-methyl-2-oxo-2,3-dihydro-1H-benzo[d]imidazol-5-yl)-1H-benzo[e][1,4]diazepin-2(3H)-one). As a reaction SMILES: [Cl:1][C:2]1[CH:32]=[C:31]([O:33]C)[C:5]2[NH:6][C:7](=[O:30])[CH:8]([CH2:22][C:23]3[CH:28]=[CH:27][CH:26]=[CH:25][C:24]=3[Cl:29])[N:9]=[C:10]([C:11]3[CH:21]=[CH:20][C:14]4[NH:15][C:16](=[O:19])[N:17]([CH3:18])[C:13]=4[CH:12]=3)[C:4]=2[CH:3]=1.B(Br)(Br)Br>ClCCl>[Cl:1][C:2]1[CH:32]=[C:31]([OH:33])[C:5]2[NH:6][C:7](=[O:30])[CH:8]([CH2:22][C:23]3[CH:28]=[CH:27][CH:26]=[CH:25][C:24]=3[Cl:29])[N:9]=[C:10]([C:11]3[CH:21]=[CH:20][C:14]4[NH:15][C:16](=[O:19])[N:17]([CH3:18])[C:13]=4[CH:12]=3)[C:4]=2[CH:3]=1. Procedure: To 7-chloro-3-(2-chlorobenzyl)-9-methoxy-5-(3-methyl-2-oxo-2,3-dihydro-1H-benzo[d]imidazol-5-yl)-1H-benzo[e][1,4]diazepin-2(3H)-one (25 mg, 0.05 mmol) under a nitrogen atmosphere was added 1M boron tribromide solution in dichloromethane (3 mL). This mixture was stirred at ambient temperature for 1 hour, then quenched with water (30 mL). Ethyl acetate (30 mL) was added and the mixture was slurried overnight. The layers were separated and the organic layer was dried with sodium sulfate, filtered a... Reactants: CN1C=NC2=C1CNCC2 (3-methyl-4,5,6,7-tetrahydro-imidazo-[4,5-c]-pyridine), CN=C=S (methyl isothiocyanate). Solvent: C(C)#N (acetonitrile). Yields the product CN1C=NC2=C1CN(CC2)C(NC)=S (3-Methyl-5-(N-methyl-thiocarbamoyl)-4,5,6,7-tetrahydro-imidazo-[4,5-c]-pyridine). RXN SMILES: [CH3:1][N:2]1[C:6]2[CH2:7][NH:8][CH2:9][CH2:10][C:5]=2[N:4]=[CH:3]1.[CH3:11][N:12]=[C:13]=[S:14]>C(#N)C>[CH3:1][N:2]1[C:6]2[CH2:7][N:8]([C:13](=[S:14])[NH:12][CH3:11])[CH2:9][CH2:10][C:5]=2[N:4]=[CH:3]1. Procedure details: A solution of 1 g of 3-methyl-4,5,6,7-tetrahydro-imidazo-[4,5-c]-pyridine and 1 g of methyl isothiocyanate in 10 ml of acetonitrile is refluxed for 4 h. The solution is cooled and filtered: 0.9 g of 3-methyl-5-(N-methyl-thiocarbamoyl)-4,5,6,7-tetrahydro-imidazo-[4,5-c]-pyridine, m.p. 235°, are collected. Reactants: ClCCl, O=C(O)C(F)(F)F, C[Si](C)(C)CCOCn1cnc(Cl)c1C(=O)NCc1ccc(Cl)c(Oc2cc(C#N)c(F)cc2N)c1F. The product is N#Cc1cc(Oc2c(Cl)ccc(CNC(=O)c3[nH]cnc3Cl)c2F)c(N)cc1F. RXN SMILES: [Cl:45][CH2:46][Cl:47].[F:38][C:39]([F:40])([F:41])[C:42]([OH:43])=[O:44].[NH2:1][c:2]1[c:3]([O:11][c:12]2[c:13]([F:37])[c:14]([CH2:19][NH:20][C:21](=[O:22])[c:23]3[c:24]([Cl:36])[n:25][cH:26][n:27]3[CH2:28][O:29][CH2:30][CH2:31][Si:32]([CH3:33])([CH3:34])[CH3:35])[cH:15][cH:16][c:17]2[Cl:18])[cH:4][c:5]([C:9]#[N:10])[c:6]([F:8])[cH:7]1>>[NH2:1][c:2]1[c:3]([O:11][c:12]2[c:13]([F:37])[c:14]([CH2:19][NH:20][C:21](=[O:22])[c:23]3[c:24]([Cl:36])[n:25][cH:26][nH:27]3)[cH:15][cH:16][c:17]2[Cl:18])[cH:4][c:5]([C:9]#[N:10])[c:6]([F:8])[cH:7]1. The reactants are O=C1SC(C(N1)=O)=CC1=CC=C(C=C1)C1=CC(=CC=C1)CN(C(C1=CC(=C(C=C1)OCC)OCC)=O)C (N-[4′-(2,4-dioxothiazolidin-5-ylidenemethyl)biphenyl-3-ylmethyl]-3,4-diethoxy-N-methylbenzamide). Solvent: CO (methanol). Yields the product O=C1SC(C(N1)=O)CC1=CC=C(C=C1)C1=CC(=CC=C1)CN(C(C1=CC(=C(C=C1)OCC)OCC)=O)C (N-[4′-(2,4-Dioxothiazolidin-5-ylmethyl)-biphenyl-3-ylmethyl]-3,4-diethoxy-N-methylbenzamide). Yield: 41.3%. As a reaction SMILES: [O:1]=[C:2]1[NH:6][C:5](=[O:7])[C:4](=[CH:8][C:9]2[CH:14]=[CH:13][C:12]([C:15]3[CH:20]=[CH:19][CH:18]=[C:17]([CH2:21][N:22]([CH3:37])[C:23](=[O:36])[C:24]4[CH:29]=[CH:28][C:27]([O:30][CH2:31][CH3:32])=[C:26]([O:33][CH2:34][CH3:35])[CH:25]=4)[CH:16]=3)=[CH:11][CH:10]=2)[S:3]1>CO>[O:1]=[C:2]1[NH:6][C:5](=[O:7])[CH:4]([CH2:8][C:9]2[CH:14]=[CH:13][C:12]([C:15]3[CH:20]=[CH:19][CH:18]=[C:17]([CH2:21][N:22]([CH3:37])[C:23](=[O:36])[C:24]4[CH:29]=[CH:28][C:27]([O:30][CH2:31][CH3:32])=[C:26]([O:33][CH2:34][CH3:35])[CH:25]=4)[CH:16]=3)=[CH:11][CH:10]=2)[S:3]1. Reported procedure: In a manner similar to that of Example 1(g), starting with 360 mg (0.7 mmol) of N-[4′-(2,4-dioxothiazolidin-5-ylidenemethyl)biphenyl-3-ylmethyl]-3,4-diethoxy-N-methylbenzamide in 15 ml of methanol, 150 mg (40%) of the desired product, with a melting point of 66° C., are obtained. The reactants are CCC1OC(=O)C(C)C(OC2CC(C)(OC)C(O)C(C)O2)C(C)C(OC2OC(C)CC(N(C)C)C2O)C(C)(O)CC(C)C(=O)C(C)C(O)C1(C)O, Cl, NO. The product is CCC1OC(=O)C(C)C(OC2CC(C)(OC)C(O)C(C)O2)C(C)C(OC2OC(C)CC(N(C)C)C2O)C(C)(O)CC(C)C(=O)C(C)C(O)C1(C)O, N=O. RXN SMILES: [CH3:1][CH2:2][CH:3]1[O:4][C:5](=[O:6])[CH:7]([CH3:8])[CH:9]([O:10][CH:11]2[CH2:12][C:13]([CH3:14])([O:15][CH3:16])[CH:17]([OH:18])[CH:19]([CH3:20])[O:21]2)[CH:22]([CH3:23])[CH:24]([O:25][CH:26]2[O:27][CH:28]([CH3:29])[CH2:30][CH:31]([N:34]([CH3:35])[CH3:36])[CH:32]2[OH:33])[C:37]([CH3:38])([OH:39])[CH2:40][CH:41]([CH3:42])[C:43](=[O:44])[CH:45]([CH3:46])[CH:47]([OH:48])[C:49]1([CH3:50])[OH:51].[ClH:52].[NH2:53][OH:54]>>[CH3:1][CH2:2][CH:3]1[O:4][C:5](=[O:6])[CH:7]([CH3:8])[CH:9]([O:10][CH:11]2[CH2:12][C:13]([CH3:14])([O:15][CH3:16])[CH:17]([OH:18])[CH:19]([CH3:20])[O:21]2)[CH:22]([CH3:23])[CH:24]([O:25][CH:26]2[O:27][CH:28]([CH3:29])[CH2:30][CH:31]([N:34]([CH3:35])[CH3:36])[CH:32]2[OH:33])[C:37]([CH3:38])([OH:39])[CH2:40][CH:41]([CH3:42])[C:43](=[O:44])[CH:45]([CH3:46])[CH:47]([OH:48])[C:49]1([CH3:50])[OH:51].[NH:53]=[O:54].